This data is from the Open Reaction Database (ORD), a public repository of structured organic reaction records. The task is: describe an organic reaction: reactants, conditions, products, and yield The reactants are C1=CC(=CC(=C1)Cl)C(=O)OO (mCPBA), O1COC2=C1C=CC(=C2)C2N(CC1=C2NC=2C=CC=CC2C1=O)CC1=CC=CC=C1 (3-Benzo[1,3]dioxol-5-yl-2-benzyl-1,2,3,4-tetrahydro-pyrrolo[3,4-b]quinolin-9-one), CO.C(Cl)Cl (MeOH CH2Cl2). Solvent: C(Cl)Cl (CH2Cl2), C(Cl)Cl (CH2Cl2), CN(C)C=O (DMF). The product is C(C1=CC=CC=C1)N1C(=C2NC=3C=CC=CC3C(C2=C1)=O)C=1C=CC2=C(CCO2)C1 (2-Benzyl-3-(2,3-dihydro-benzofuran-5-yl)-2,4-dihydro-pyrrolo[3,4-b]quinolin-9-one). RXN SMILES: [O:1]1[C:5]2[CH:6]=[CH:7][C:8]([CH:10]3[C:14]4[NH:15][C:16]5[CH:17]=[CH:18][CH:19]=[CH:20][C:21]=5[C:22](=[O:23])[C:13]=4[CH2:12][N:11]3[CH2:24][C:25]3[CH:30]=[CH:29][CH:28]=[CH:27][CH:26]=3)=[CH:9][C:4]=2O[CH2:2]1.[CH:31]1C=C(Cl)C=C(C(OO)=O)C=1.CO.C(Cl)Cl>C(Cl)Cl.CN(C=O)C>[CH2:24]([N:11]1[CH:12]=[C:13]2[C:14]([NH:15][C:16]3[CH:17]=[CH:18][CH:19]=[CH:20][C:21]=3[C:22]2=[O:23])=[C:10]1[C:8]1[CH:7]=[CH:6][C:5]2[O:1][CH2:2][CH2:31][C:4]=2[CH:9]=1)[C:25]1[CH:30]=[CH:29][CH:28]=[CH:27][CH:26]=1 |f:2.3|. Procedure details: 3-Benzo[1,3]dioxol-5-yl-2-benzyl-1,2,3,4-tetrahydro-pyrrolo[3,4-b]quinolin-9-one, prepared as in WO 01/87882, Example 3, page 45, (39.6 mg, 0.1 mmol) in a mixture of CH2Cl2 (4 mL) and DMF (1 mL) was stirred with a solution of mCPBA (26 mg, 0.15 mmol) in CH2Cl2 (2 mL) at room temperature for 72 h. The product was isolated by preparative TLC (2.5% MeOH/CH2Cl2, Rf=0.72) to yield the title compound as a yellow solid. Reactants: COC=1C(NC2=C(C(C1)=O)C=C(C(=C2)C)C)=O (3-methoxy-7,8-dimethyl-1H-1-benzazepine-2,5-dione), B(Br)(Br)Br (BBr3), Cl (HCl), C(=O)(O)[O-].[Na+] (NaHCO3). The solvent is C(Cl)Cl (CH2Cl2), CCO (EtOH). Reaction conditions: time 45 minute. The product is OC=1C(NC2=C(C(C1)=O)C=C(C(=C2)C)C)=O (3-Hydroxy-7,8-dimethyl-1H-1-benzazepine-2,5-dione). As a reaction SMILES: C[O:2][C:3]1[C:4](=[O:17])[NH:5][C:6]2[CH:14]=[C:13]([CH3:15])[C:12]([CH3:16])=[CH:11][C:7]=2[C:8](=[O:10])[CH:9]=1.B(Br)(Br)Br.C([O-])(O)=O.[Na+].Cl>C(Cl)Cl.CCO>[OH:2][C:3]1[C:4](=[O:17])[NH:5][C:6]2[CH:14]=[C:13]([CH3:15])[C:12]([CH3:16])=[CH:11][C:7]=2[C:8](=[O:10])[CH:9]=1 |f:2.3|. Procedure details: To a stirred suspension of 3-methoxy-7,8-dimethyl-1H-1-benzazepine-2,5-dione (270 mg, 1.17 mmol) in dry CH2CH2 (2.7 mL, distilled from CaH2) under N2, there was added a solution of BBr3 in CH2Cl2 (2.7 mL, 1 M, Aldrich) in one portion over 20 seconds at rt. The reaction instantaneously became homogeneous and orange, then a brown precipitate formed after a few seconds. The reaction was allowed to stir under N2 at rt for 45 min. The reaction was added to saturated NaHCO3 (30 mL) and was allowed to ... The reactants are aqueous solution, [OH-].[Na+] (sodium hydroxide), C(=O)N1CCN(CC1)C1=NC(=CC2=CC=CC=C12)C1=CC=C(C=C1)S(NCC)(=O)=O (1-(4-formylpiperazin-1-yl)-3-[4-(N-ethylsulfamoyl)phenyl]isoquinoline). Solvent: C(C)O (ethanol). Product: N1(CCNCC1)C1=NC(=CC2=CC=CC=C12)C1=CC=C(C=C1)S(NCC)(=O)=O (1-(piperazin-1-yl)-3-[4-(N-ethylsulfamoyl)phenyl]isoquinoline). Yield: 116.6%. RXN SMILES: C([N:3]1[CH2:8][CH2:7][N:6]([C:9]2[C:18]3[C:13](=[CH:14][CH:15]=[CH:16][CH:17]=3)[CH:12]=[C:11]([C:19]3[CH:24]=[CH:23][C:22]([S:25](=[O:30])(=[O:29])[NH:26][CH2:27][CH3:28])=[CH:21][CH:20]=3)[N:10]=2)[CH2:5][CH2:4]1)=O.[OH-].[Na+]>C(O)C>[N:6]1([C:9]2[C:18]3[C:13](=[CH:14][CH:15]=[CH:16][CH:17]=3)[CH:12]=[C:11]([C:19]3[CH:20]=[CH:21][C:22]([S:25](=[O:30])(=[O:29])[NH:26][CH2:27][CH3:28])=[CH:23][CH:24]=3)[N:10]=2)[CH2:7][CH2:8][NH:3][CH2:4][CH2:5]1 |f:1.2|. Procedure: To the resulting 1-(4-formylpiperazin-1-yl)-3-[4-(N-ethylsulfamoyl)phenyl]isoquinoline (0.45 g) were added ethanol (20 ml) and a 8N aqueous solution of sodium hydroxide (651 ml), and the mixture was heated under reflux in nitrogen atmosphere for 1.5 hr. The solvent was evaporated, and to the resulting residue were added water and ethyl acetate. The organic layer was separated. Then it was washed with brine, and dried over magnesium sulfate. The solvent was evaporated, to give 1-(piperazin-1-yl)-... Starting materials: NCCNCC(COC1=C(C=CC=C1)C#N)O (3-(β-aminoethylamino)-1-(2-cyanophenoxy)-2-propanol), C(N)(=O)COC1=CC=C(C=C1)CC(=O)OCC (ethyl 4-carbamoylmethoxyphenylacetate). Product: C(N)(=O)COC1=CC=C(C=C1)CC(=O)NCCNCC(COC1=C(C=CC=C1)C#N)O (3-β-(4-carbamoylmethoxyphenylacetamido)ethylamino-1-(2-cyanophenoxy)-2-propanol). As a reaction SMILES: [NH2:1][CH2:2][CH2:3][NH:4][CH2:5][CH:6]([OH:17])[CH2:7][O:8][C:9]1[CH:14]=[CH:13][CH:12]=[CH:11][C:10]=1[C:15]#[N:16].[C:18]([CH2:21][O:22][C:23]1[CH:28]=[CH:27][C:26]([CH2:29][C:30](OCC)=[O:31])=[CH:25][CH:24]=1)(=[O:20])[NH2:19]>>[C:18]([CH2:21][O:22][C:23]1[CH:28]=[CH:27][C:26]([CH2:29][C:30]([NH:1][CH2:2][CH2:3][NH:4][CH2:5][CH:6]([OH:17])[CH2:7][O:8][C:9]2[CH:14]=[CH:13][CH:12]=[CH:11][C:10]=2[C:15]#[N:16])=[O:31])=[CH:25][CH:24]=1)(=[O:20])[NH2:19]. Procedure details: In a similar manner using 2.36 g. of 3-(β-aminoethylamino)-1-(2-cyanophenoxy)-2-propanol and 2.37 g. of ethyl 4-carbamoylmethoxyphenylacetate as starting materials there is obtained 3-β-(4-carbamoylmethoxyphenylacetamido)ethylamino-1-(2-cyanophenoxy)-2-propanol, isolated as its hydrogen oxalate, m.p. 123°-125° C. after crystallisation from ethyl acetate. The reactants are [H-].[Na+] (NaH), C(C#C)Br (propargyl bromide), N1C=CC2=CC(=CC=C12)C=O (1H-indole-5-carbaldehyde). Run in C1CCOC1 (THF), C1CCOC1 (THF). Run at time 15 minute. Yields the product C(C#C)N1C=CC2=CC(=CC=C12)C=O (1-prop-2-ynyl-1H-indole-5-carbaldehyde). RXN SMILES: [H-].[Na+].[NH:3]1[C:11]2[C:6](=[CH:7][C:8]([CH:12]=[O:13])=[CH:9][CH:10]=2)[CH:5]=[CH:4]1.[CH2:14](Br)[C:15]#[CH:16]>C1COCC1>[CH2:16]([N:3]1[C:11]2[C:6](=[CH:7][C:8]([CH:12]=[O:13])=[CH:9][CH:10]=2)[CH:5]=[CH:4]1)[C:15]#[CH:14] |f:0.1|. Procedure details: 0.65 g (50% in mineral oil, 13.5 mmol) NaH are batchwise added to a solution, cooled to 0° C., of 2.0 g (13.5 mmol) 1H-indole-5-carbaldehyde in 80 mL THF and after heating to RT stirred for 15 min. Then a solution of 1.6 mL (80% in toluene, 15 mmol) propargyl bromide in 20 mL THF is slowly added dropwise and the reaction mixture is stirred overnight at RT. The mixture is evaporated down i. vac., the residue is combined with water, the aqueous phase is exhaustively extracted with EtOAc and the or... Starting materials: ClC=1SC2=C(N1)C=CC=C2 (2-Chlorobenzothiazole), C(C1=CC=CC=C1)NCCO (2-(benzylamino)ethanol). The solvent is C(C)(=O)OCC (ethyl acetate). Product: S1C(=NC2=C1C=CC=C2)N(CC2=CC=CC=C2)CCO (2-(N-(2-Benzothiazolyl)-N-benzylamino)ethanol). Reaction SMILES: Cl[C:2]1[S:3][C:4]2[CH:10]=[CH:9][CH:8]=[CH:7][C:5]=2[N:6]=1.[CH2:11]([NH:18][CH2:19][CH2:20][OH:21])[C:12]1[CH:17]=[CH:16][CH:15]=[CH:14][CH:13]=1>C(OCC)(=O)C>[S:3]1[C:4]2[CH:10]=[CH:9][CH:8]=[CH:7][C:5]=2[N:6]=[C:2]1[N:18]([CH2:19][CH2:20][OH:21])[CH2:11][C:12]1[CH:17]=[CH:16][CH:15]=[CH:14][CH:13]=1. Procedure details: 2-Chlorobenzothiazole (13 g) and 2-(benzylamino)ethanol (29 g) were heated together in a sealed vessel at 120° C. for 20 h. After cooling, the reaction mixture was dissolved in ethyl acetate (200 ml) and the solution was washed with saturated aqueous sodium hydrogen carbonate (3×100 ml), water (3×100 ml) and brine (100 ml), dried over anhydrous magnesium sulphate and evaporated to give the title compound (m.p. 95°-96° C.; dichloromethane/hexane). Reactants: O.O.C1(=CC=CC=C1)C(OC1CCN(CC1)CCCNC=1C=CC=2N(N1)C=C(N2)C(C(=O)O)(C)C)C2=CC=CC=C2 (2-[6-[3-[4-(diphenylmethoxy)piperidino]propylamino]imidazo[1,2-b]pyridazin-2-yl]-2-methylpropionic acid dihydrate). Run in C(C)O (ethanol). Product: C1(=CC=CC=C1)C(OC1CCN(CC1)CCCNC=1C=CC=2N(N1)C=C(N2)C(C(=O)OC(C(C)(C=2N=C1N(N=C(C=C1)NCCCN1CCC(CC1)OC(C1=CC=CC=C1)C1=CC=CC=C1)C2)C)=O)(C)C)C2=CC=CC=C2 (2-[6-[3-[4-(Diphenylmethoxy)piperidino]propylamino]imidazo[1,2-b]pyridazin-2-yl]-2-methylpropionic Acid (Anhydride)). Isolated yield 90.8%. RXN SMILES: [OH2:1].[OH2:2].[C:3]1([CH:9]([C:36]2[CH:41]=[CH:40][CH:39]=[CH:38][CH:37]=2)[O:10][CH:11]2[CH2:16][CH2:15][N:14]([CH2:17][CH2:18][CH2:19][NH:20][C:21]3[CH:22]=[CH:23][C:24]4[N:25]([CH:27]=[C:28]([C:30]([CH3:35])([CH3:34])[C:31]([OH:33])=[O:32])[N:29]=4)[N:26]=3)[CH2:13][CH2:12]2)[CH:8]=[CH:7][CH:6]=[CH:5][CH:4]=1>C(O)C>[C:36]1([CH:9]([C:3]2[CH:8]=[CH:7][CH:6]=[CH:5][CH:4]=2)[O:10][CH:11]2[CH2:12][CH2:13][N:14]([CH2:17][CH2:18][CH2:19][NH:20][C:21]3[CH:22]=[CH:23][C:24]4[N:25]([CH:27]=[C:28]([C:30]([CH3:35])([CH3:34])[C:31]([O:33][C:34](=[O:2])[C:30]([CH3:35])([C:28]5[N:29]=[C:24]6[CH:23]=[CH:22][C:21]([NH:20][CH2:19][CH2:18][CH2:17][N:14]7[CH2:15][CH2:16][CH:11]([O:1][CH:9]([C:36]8[CH:37]=[CH:38][CH:39]=[CH:40][CH:41]=8)[C:3]8[CH:4]=[CH:5][CH:6]=[CH:7][CH:8]=8)[CH2:12][CH2:13]7)=[N:26][N:25]6[CH:27]=5)[CH3:31])=[O:32])[N:29]=4)[N:26]=3)[CH2:15][CH2:16]2)[CH:41]=[CH:40][CH:39]=[CH:38][CH:37]=1 |f:0.1.2|. Reported procedure: In 500 mL of ethanol, 3.20 g (5.67 mmol) of the 2-[6-[3-[4-(diphenylmethoxy)piperidino]propylamino]imidazo[1,2-b]pyridazin-2-yl]-2-methylpropionic acid dihydrate obtained in Example 135A was dissolved under heating, followed by concentrating at atomospheric pressure until the total volume became 250 mL. After standing at room temperature, the crystals formed were collected by filtration, washed with ethanol and dried to yield 2.67 g of the title compound.